This data is from the Open Reaction Database (ORD), a public repository of structured organic reaction records. The task is: describe an organic reaction: reactants, conditions, products, and yield The reactants are ClC1=NC=C(C=C1Cl)C(F)(F)F (2,3-dichloro-5-(trifluoromethyl)pyridine), CN1N=NC2=C1C=CC(=C2)CNS(=O)(=O)C2=CC=C(C(=O)OC)C=C2 (Methyl 4-(N-((1-methyl-1H-benzo[d][1,2,3]triazol-5-yl)methyl)sulfamoyl)benzoate). Product: ClC=1C(=NC=C(C1)C(F)(F)F)N(S(=O)(=O)C1=CC=C(C(=O)OC)C=C1)CC1=CC2=C(N(N=N2)C)C=C1 (Methyl 4-(N-(3-chloro-5-(trifluoromethyl)pyridin-2-yl)-N-((1-methyl-1H-benzo[d][1,2,3]triazol-5-yl)methyl)sulfamoyl)benzoate). As a reaction SMILES: Cl[C:2]1[C:7]([Cl:8])=[CH:6][C:5]([C:9]([F:12])([F:11])[F:10])=[CH:4][N:3]=1.[CH3:13][N:14]1[C:18]2[CH:19]=[CH:20][C:21]([CH2:23][NH:24][S:25]([C:28]3[CH:37]=[CH:36][C:31]([C:32]([O:34][CH3:35])=[O:33])=[CH:30][CH:29]=3)(=[O:27])=[O:26])=[CH:22][C:17]=2[N:16]=[N:15]1>>[Cl:8][C:7]1[C:2]([N:24]([CH2:23][C:21]2[CH:20]=[CH:19][C:18]3[N:14]([CH3:13])[N:15]=[N:16][C:17]=3[CH:22]=2)[S:25]([C:28]2[CH:29]=[CH:30][C:31]([C:32]([O:34][CH3:35])=[O:33])=[CH:36][CH:37]=2)(=[O:27])=[O:26])=[N:3][CH:4]=[C:5]([C:9]([F:12])([F:11])[F:10])[CH:6]=1. Reported procedure: The titled compound was prepared according to the procedure described in step-2 of Example 1 from 2,3-dichloro-5-(trifluoromethyl)pyridine and methyl 4-(N-((1-methyl-1H-benzo[d][1,2,3]triazol-5-yl)methyl)sulfamoyl)benzoate (step-1 of Example 30).